From a dataset of the Open Reaction Database (ORD), a public repository of structured organic reaction records. describe an organic reaction: reactants, conditions, products, and yield Isolated yield 66.1%. The reagents and catalysts are CN(C1=CC=NC=C1)C (4-dimethylamino-pyridine), [Pd] (palladium-on-carbon). The solvent is N1=CC=CC=C1 (pyridine). The reactants are COC1=CC(=C(C2=CC=CC=C12)OC)CC1C(CC(CC1)(O)C(C)O)C(=O)OCC1=CC=CC=C1 (1-(1,4-dimethoxy-3-naphthylmethyl)-2-benzyloxycarbonyl-4-(1-hydroxyethyl)-4-hydroxy-cyclohexane), C(C)(=O)OC(C)=O (acetic anhydride), C(C)(=O)[O-] (acetate). Yields the product OC(C)C1(CC2C(C3=C(C4=CC=CC=C4C(=C3CC2CC1)OC)OC)=O)O (1,2,3,4,4a,5,12,12a-Octahydro-2-(1-hydroxyethyl)-2-hydroxy-6,11-dimethoxy-12-oxo-naphthacene). Reported procedure: Operating as described in Example 6, 0.44 g of 1-(1,4-dimethoxy-3-naphthylmethyl)-2-benzyloxycarbonyl-4-(1-hydroxyethyl)-4-hydroxy-cyclohexane, prepared as described in Example 11, was treated with acetic anhydride in presence of 4-dimethylamino-pyridine and pyridine. The corresponding acetate was treated with cyclohexone in the presence of 10% by weight palladium-on-carbon in order to remove the benzyl group. The acid was cyclized by treatment with a mixture of trifluoroacetic anhydride and tri... RXN SMILES: [CH3:1][O:2][C:3]1[C:12]2[C:7](=[CH:8][CH:9]=[CH:10][CH:11]=2)[C:6]([O:13][CH3:14])=[C:5]([CH2:15][CH:16]2[CH2:21][CH2:20][C:19]([CH:23]([OH:25])[CH3:24])([OH:22])[CH2:18][CH:17]2[C:26]([O:28]CC2C=CC=CC=2)=O)[CH:4]=1.C(OC(=O)C)(=O)C.C([O-])(=O)C>CN(C)C1C=CN=CC=1.[Pd].N1C=CC=CC=1>[OH:25][CH:23]([C:19]1([OH:22])[CH2:20][CH2:21][CH:16]2[CH:17]([C:26](=[O:28])[C:4]3[C:5]([CH2:15]2)=[C:6]([O:13][CH3:14])[C:7]2[C:12](=[CH:11][CH:10]=[CH:9][CH:8]=2)[C:3]=3[O:2][CH3:1])[CH2:18]1)[CH3:24]. Reactants: [F-].[K+] (potassium fluoride), C(CCC)[Sn](OC)(CCCC)CCCC (Tributyl(methoxy)stannane), BrC1=C(C=C(C=C1)OC)C (1-bromo-4-methoxy-2-methylbenzene), C(C)(=O)OC(=C)C (prop-1-en-2-yl acetate), C1(=C(C=CC=C1)P(C1=C(C=CC=C1)C)C1=C(C=CC=C1)C)C (tri-o-tolylphosphine). Reagents/catalysts: C(C)(=O)[O-].[Pd+2].C(C)(=O)[O-] (palladium(II) acetate). Solvent: C1(=CC=CC=C1)C (toluene), C1(=CC=CC=C1)C (toluene). Run at time 2 hour. The product is COC1=CC(=C(C=C1)CC(C)=O)C (1-(4-methoxy-2-methylphenyl)propan-2-one). RXN SMILES: C([Sn](CCCC)(CCCC)OC)CCC.Br[C:17]1[CH:22]=[CH:21][C:20]([O:23][CH3:24])=[CH:19][C:18]=1[CH3:25].C([O:29][C:30]([CH3:32])=[CH2:31])(=O)C.C1(C)C=CC=CC=1P(C1C=CC=CC=1C)C1C=CC=CC=1C.[F-].[K+]>C1(C)C=CC=CC=1.C([O-])(=O)C.[Pd+2].C([O-])(=O)C>[CH3:24][O:23][C:20]1[CH:21]=[CH:22][C:17]([CH2:31][C:30](=[O:29])[CH3:32])=[C:18]([CH3:25])[CH:19]=1 |f:4.5,7.8.9|. Reported procedure: This experiment was carried out four times. Tributyl(methoxy)stannane (400 g, 1.24 mol), 1-bromo-4-methoxy-2-methylbenzene (250 g, 1.24 mol), prop-1-en-2-yl acetate (187 g, 1.87 mol), palladium(II) acetate (7.5 g, 33 mmol) and tri-o-tolylphosphine (10 g, 33 mmol) were stirred together in toluene (2 L) at 100° C. for 18 hours. After it had cooled to room temperature, the reaction mixture was treated with aqueous potassium fluoride solution (4 M, 400 mL) and stirred for 2 hours at 40° C. The resul...